From a dataset of the Open Reaction Database (ORD), a public repository of structured organic reaction records. describe an organic reaction: reactants, conditions, products, and yield As a reaction SMILES: C[O:2][C:3]([C@@H:5]1[CH2:9][C@@H:8]([S:10]([C:13]2[CH:18]=[CH:17][CH:16]=[CH:15][C:14]=2[C:19]([F:22])([F:21])[F:20])(=[O:12])=[O:11])[CH2:7][N:6]1[C:23]1[S:24][C:25]([C:28]([F:31])([F:30])[F:29])=[N:26][N:27]=1)=[O:4].[OH-].[Li+]>>[F:22][C:19]([F:20])([F:21])[C:14]1[CH:15]=[CH:16][CH:17]=[CH:18][C:13]=1[S:10]([C@H:8]1[CH2:7][N:6]([C:23]2[S:24][C:25]([C:28]([F:31])([F:29])[F:30])=[N:26][N:27]=2)[C@H:5]([C:3]([OH:4])=[O:2])[CH2:9]1)(=[O:12])=[O:11] |f:1.2|. The reactants are COC(=O)[C@H]1N(C[C@@H](C1)S(=O)(=O)C1=C(C=CC=C1)C(F)(F)F)C=1SC(=NN1)C(F)(F)F ((2S,4R)-4-(2-trifluoromethyl-benzenesulfonyl)-1-(5-trifluoromethyl-[1,3,4]thiadiazol-2-yl)-pyrrolidine-2-carboxylic acid methyl ester), [OH-].[Li+] (lithium hydroxide). Procedure details: In analogy to the procedure described in example 253e, (2S,4R)-4-(2-trifluoromethyl-benzenesulfonyl)-1-(5-trifluoromethyl-[1,3,4]thiadiazol-2-yl)-pyrrolidine-2-carboxylic acid methyl ester was saponified in the presence of lithium hydroxide to give the title compound as yellow solid. MS (ESI): m/z=476.0 [M+H]+. Yields the product FC(C1=C(C=CC=C1)S(=O)(=O)[C@@H]1C[C@H](N(C1)C=1SC(=NN1)C(F)(F)F)C(=O)O)(F)F ((2S,4R)-4-(2-Trifluoromethyl-benzenesulfonyl)-1-(5-trifluoromethyl-[1,3,4]thiadiazol-2-yl)-pyrrolidine-2-carboxylic acid). Reactants: COc1cc(F)c(F)cc1-c1ccc(OCc2ccc3ccn(C(=O)OC(C)(C)C)c3c2)cc1, CO. The product is COc1cc(F)c(F)cc1-c1ccc(OCc2ccc3cc[nH]c3c2)cc1. RXN SMILES: [C:1]([O:2][C:3](=[O:4])[n:8]1[cH:9][cH:10][c:11]2[cH:12][cH:13][c:14]([CH2:17][O:18][c:19]3[cH:20][cH:21][c:22](-[c:25]4[c:26]([O:33][CH3:34])[cH:27][c:28]([F:32])[c:29]([F:31])[cH:30]4)[cH:23][cH:24]3)[cH:15][c:16]12)([CH3:5])([CH3:6])[CH3:7].[CH3:35][OH:36]>>[nH:8]1[cH:9][cH:10][c:11]2[cH:12][cH:13][c:14]([CH2:17][O:18][c:19]3[cH:20][cH:21][c:22](-[c:25]4[c:26]([O:33][CH3:34])[cH:27][c:28]([F:32])[c:29]([F:31])[cH:30]4)[cH:23][cH:24]3)[cH:15][c:16]12. Reactants: CC(C)(C)OC(=O)CC(C#N)NS(=O)(=O)c1ccc(C(=O)O)cc1OCCc1cccc2ncccc12, C1CCOC1, CCN=C=NCCCN(C)C, CN1CCOCC1, CCOC(C)=O, [NH4+], [OH-], On1nnc2ccccc21. The product is CC(C)(C)OC(=O)CC(C#N)NS(=O)(=O)c1ccc(C(N)=O)cc1OCCc1cccc2ncccc12. As a reaction SMILES: [C:1]([CH3:2])([CH3:3])([CH3:4])[O:5][C:6](=[O:7])[CH2:8][CH:9]([C:10]#[N:11])[NH:12][S:13](=[O:14])(=[O:15])[c:16]1[c:17]([O:25][CH2:26][CH2:27][c:28]2[c:29]3[cH:30][cH:31][cH:32][n:33][c:34]3[cH:35][cH:36][cH:37]2)[cH:18][c:19]([C:20](=[O:21])[OH:22])[cH:23][cH:24]1.[CH2:68]1[O:69][CH2:70][CH2:71][CH2:72]1.[CH3:38][CH2:39][N:40]=[C:41]=[N:42][CH2:43][CH2:44][CH2:45][N:46]([CH3:47])[CH3:48].[CH3:59][N:60]1[CH2:61][CH2:62][O:63][CH2:64][CH2:65]1.[CH3:73][CH2:74][O:75][C:76]([CH3:77])=[O:78].[NH4+:67].[OH-:66].[OH:49][n:50]1[c:51]2[c:52]([cH:53][cH:54][cH:55][cH:56]2)[n:57][n:58]1>>[C:1]([CH3:2])([CH3:3])([CH3:4])[O:5][C:6](=[O:7])[CH2:8][CH:9]([C:10]#[N:11])[NH:12][S:13](=[O:14])(=[O:15])[c:16]1[c:17]([O:25][CH2:26][CH2:27][c:28]2[c:29]3[cH:30][cH:31][cH:32][n:33][c:34]3[cH:35][cH:36][cH:37]2)[cH:18][c:19]([C:20](=[O:22])[NH2:40])[cH:23][cH:24]1. The reactants are CCNC(=O)Nc1ccc(-c2nc3c(c(N4CCOCC4C)n2)CCNC3)cc1, COCCOCC(=O)Cl. The product is CCNC(=O)Nc1ccc(-c2nc3c(c(N4CCOCC4C)n2)CCN(C(=O)COCCOC)C3)cc1. As a reaction SMILES: [CH2:1]([CH3:2])[NH:3][C:4](=[O:5])[NH:6][c:7]1[cH:8][cH:9][c:10](-[c:13]2[n:14][c:15]([N:23]3[CH:24]([CH3:29])[CH2:25][O:26][CH2:27][CH2:28]3)[c:16]3[c:17]([n:18]2)[CH2:19][NH:20][CH2:21][CH2:22]3)[cH:11][cH:12]1.[CH3:30][O:31][CH2:32][CH2:33][O:34][CH2:35][C:36](=[O:37])[Cl:38]>>[CH2:1]([CH3:2])[NH:3][C:4](=[O:5])[NH:6][c:7]1[cH:8][cH:9][c:10](-[c:13]2[n:14][c:15]([N:23]3[CH:24]([CH3:29])[CH2:25][O:26][CH2:27][CH2:28]3)[c:16]3[c:17]([n:18]2)[CH2:19][N:20]([C:36]([CH2:35][O:34][CH2:33][CH2:32][O:31][CH3:30])=[O:37])[CH2:21][CH2:22]3)[cH:11][cH:12]1.